describe an organic reaction: reactants, conditions, products, and yield From a dataset of the Open Reaction Database (ORD), a public repository of structured organic reaction records. The reactants are CN([C@@H]1[C@H](C(OCC2=CC=CC=C2)O[C@@H](C1)C)O)C (Benzyl 3,4,6-trideoxy-3-(dimethylamino)-D-xylohexopyranoside), [H-].[Na+] (sodium hydride), COS(=O)(=O)OC (dimethylsulfate). Solvent: O1CCCC1 (tetrahydrofuran), C(C)(=O)OCC (ethyl acetate), O (water). Conditions: time 1 hour. The product is CO[C@H]1C(OCC2=CC=CC=C2)O[C@@H](C[C@@H]1N(C)C)C (Benzyl 3,4,6-trideoxy-2-O-methyl-3-(dimethylamino)-D-xylohexopyranoside). The yield is 93.0%. Reaction SMILES: [CH3:1][N:2]([CH3:19])[C@H:3]1[CH2:16][C@@H:15]([CH3:17])[O:14][CH:5]([O:6][CH2:7][C:8]2[CH:13]=[CH:12][CH:11]=[CH:10][CH:9]=2)[C@@H:4]1[OH:18].[H-].[Na+].[CH3:22]OS(OC)(=O)=O>O1CCCC1.C(OCC)(=O)C.O>[CH3:22][O:18][C@@H:4]1[C@@H:3]([N:2]([CH3:1])[CH3:19])[CH2:16][C@@H:15]([CH3:17])[O:14][CH:5]1[O:6][CH2:7][C:8]1[CH:13]=[CH:12][CH:11]=[CH:10][CH:9]=1 |f:1.2|. Procedure details: Benzyl 3,4,6-trideoxy-3-(dimethylamino)-D-xylohexopyranoside (Korte, F., A. Bilow and R. Heinz, Tetrahedron, 1962, 18, 657,666, 10.01 g, 38.06 mmoles) was dissolved in tetrahydrofuran (300 mL) with stirring at room temperature under an argon atmosphere. The solution was treated with small portions of sodium hydride (60% oil dispersion, 1.83 g, 45.68 mmoles). After one hour, dimethylsulfate (5.28 g, 41.87 mmoles) was added and the reaction mixture was stirred for two hours. The reaction mixture w... Reactants: [BH4-], CCO, [Na+], Cc1ccc(S(=O)(=O)NC(=O)C(c2ccc3c(c2)OCO3)c2cn(C)c3cc(C=O)ccc23)cc1. Product: Cc1ccc(S(=O)(=O)NC(=O)C(c2ccc3c(c2)OCO3)c2cn(C)c3cc(CO)ccc23)cc1. As a reaction SMILES: [BH4-:1].[CH3:38][CH2:39][OH:40].[Na+:2].[O:3]1[CH2:4][O:5][c:6]2[c:7]1[cH:8][cH:9][c:10]([CH:12]([C:13](=[O:14])[NH:15][S:16](=[O:17])(=[O:18])[c:19]1[cH:20][cH:21][c:22]([CH3:25])[cH:23][cH:24]1)[c:26]1[cH:27][n:28]([CH3:37])[c:29]3[cH:30][c:31]([CH:35]=[O:36])[cH:32][cH:33][c:34]13)[cH:11]2>>[O:3]1[CH2:4][O:5][c:6]2[c:7]1[cH:8][cH:9][c:10]([CH:12]([C:13](=[O:14])[NH:15][S:16](=[O:17])(=[O:18])[c:19]1[cH:20][cH:21][c:22]([CH3:25])[cH:23][cH:24]1)[c:26]1[cH:27][n:28]([CH3:37])[c:29]3[cH:30][c:31]([CH2:35][OH:36])[cH:32][cH:33][c:34]13)[cH:11]2. The reactants are C=CCBr, ClCCl, COC(=O)c1ccc2c(C3CCCCC3)c(-c3nc(Br)c(Br)n3COCC[Si](C)(C)C)[nH]c2c1, CN(C)C=O. Yields the product C=CCn1c(-c2nc(Br)c(Br)n2COCC[Si](C)(C)C)c(C2CCCCC2)c2ccc(C(=O)OC)cc21. RXN SMILES: [CH2:35]([CH:36]=[CH2:37])[Br:38].[CH2:39]([Cl:40])[Cl:41].[CH:1]1([c:7]2[c:8](-[c:20]3[n:21]([CH2:27][O:28][CH2:29][CH2:30][Si:31]([CH3:32])([CH3:33])[CH3:34])[c:22]([Br:26])[c:23]([Br:25])[n:24]3)[nH:9][c:10]3[cH:11][c:12]([C:16](=[O:17])[O:18][CH3:19])[cH:13][cH:14][c:15]23)[CH2:2][CH2:3][CH2:4][CH2:5][CH2:6]1.[O:42]=[CH:43][N:44]([CH3:45])[CH3:46]>>[CH:1]1([c:7]2[c:8](-[c:20]3[n:21]([CH2:27][O:28][CH2:29][CH2:30][Si:31]([CH3:32])([CH3:33])[CH3:34])[c:22]([Br:26])[c:23]([Br:25])[n:24]3)[n:9]([CH2:37][CH:36]=[CH2:35])[c:10]3[cH:11][c:12]([C:16](=[O:17])[O:18][CH3:19])[cH:13][cH:14][c:15]23)[CH2:2][CH2:3][CH2:4][CH2:5][CH2:6]1. The reactants are [Cl-], Cl, O=[N+]([O-])c1ccccc1CCBr. Product: Nc1ccccc1CCBr. Reaction SMILES: [Cl-:1].[ClH:2].[N+:3]([O-:4])(=[O:5])[c:6]1[c:7]([CH2:8][CH2:9][Br:10])[cH:11][cH:12][cH:13][cH:14]1>>[NH2:3][c:6]1[c:7]([CH2:8][CH2:9][Br:10])[cH:11][cH:12][cH:13][cH:14]1. The reactants are solution, NC1=CC2=C(SCC2(C)C)C(=C1)C(C)(C)C (5-amino-7-tert-butyl-2,3-dihydro-3,3-dimethylbenzo[b]thiophene), N1C(=NCC1)S(=O)(=O)O (imidazoline-2-sulfonic acid). The solvent is C(C)#N (acetonitrile). Product: C(C)(C)(C)C1=CC(=CC2=C1SCC2(C)C)NC=2NCCN2 (2-(N-(7-tert-Butyl-2,3-dihydro-3,3-dimethylbenzo[b]thiophene-5-yl)amino)imidazoline). The yield is 40.0%. Reaction SMILES: [NH2:1][C:2]1[CH:12]=[C:11]([C:13]([CH3:16])([CH3:15])[CH3:14])[C:5]2[S:6][CH2:7][C:8]([CH3:10])([CH3:9])[C:4]=2[CH:3]=1.[NH:17]1[CH2:21][CH2:20][N:19]=[C:18]1S(O)(=O)=O>C(#N)C>[C:13]([C:11]1[C:5]2[S:6][CH2:7][C:8]([CH3:10])([CH3:9])[C:4]=2[CH:3]=[C:2]([NH:1][C:18]2[NH:19][CH2:20][CH2:21][N:17]=2)[CH:12]=1)([CH3:16])([CH3:15])[CH3:14]. Procedure: To a 0.33 g (1.3 mmol) solution of 5-amino-7-tert-butyl-2,3-dihydro-3,3-dimethylbenzo[b]thiophene in 10 mL of acetonitrile at RT is added 0.2 g (1.3 mmol) of imidazoline-2-sulfonic acid, (Maryonoff et al., (J. Org. Chem., 1986, 51, 1882). The reaction is then refluxed overnight. On cooling to RT, pure guanidine precipitates out of solution and is filtered from the solution to give 155 mg (40%) of product. Reactants: N(=O)OCCCCC (amyl nitrite), Cl (hydrogen chloride), resultant solution, C(C)(=O)C1=CC(=NO1)C (5-acetyl-3-methylisoxazole). Solvent: CCOCC (ether), CCOCC (ether). Yields the product CC1=NOC(=C1)C(=O)C=NO ((3-methylisoxazole-5-yl)glyoxal-2-oxim). The yield is 32.5%. RXN SMILES: [C:1]([C:4]1[O:8][N:7]=[C:6]([CH3:9])[CH:5]=1)(=[O:3])[CH3:2].Cl.[N:11](OCCCCC)=[O:12]>CCOCC>[CH3:9][C:6]1[CH:5]=[C:4]([C:1]([CH:2]=[N:11][OH:12])=[O:3])[O:8][N:7]=1. Reported procedure: In 30 ml of ether was dissolved 2.5 g of 5-acetyl-3-methylisoxazole. While gaseous hydrogen chloride was passed through the resultant solution with stirring, a solution of 4.5 g of amyl nitrite in 10 ml of ether was dropped thereinto. After a further one hour stirring at room temperature after completion of said dropwise addition, the resulting precipitate was isolated by filtration. Recrystallization from chloroform gave 1.0 g of (3-methylisoxazole-5-yl)glyoxal-2-oxim having m.p. of 179° C.-180... The reactants are OC/C=C/C=1C=C(OCC(=O)OC)C=C(C1)OC (methyl {3-[(1E)-3-hydroxy-1-propenyl]-5-methoxyphenoxy}acetate), C(Br)(Br)(Br)Br (carbon tetrabromide), C1(=CC=CC=C1)P(C1=CC=CC=C1)C1=CC=CC=C1 (triphenylphosphine), CCOCC (ether). Solvent: ClCCl (dicloromethane). Run at time 30 minute. Yields the product BrC/C=C/C=1C=C(OCC(=O)OC)C=C(C1)OC (methyl {3-[(1E)-3-bromo-1-propenyl]-5-methoxyphenoxy}acetate). Isolated yield 75.3%. As a reaction SMILES: O[CH2:2]/[CH:3]=[CH:4]/[C:5]1[CH:6]=[C:7]([CH:14]=[C:15]([O:17][CH3:18])[CH:16]=1)[O:8][CH2:9][C:10]([O:12][CH3:13])=[O:11].C(Br)(Br)(Br)[Br:20].C1(P(C2C=CC=CC=2)C2C=CC=CC=2)C=CC=CC=1.CCOCC>ClCCl>[Br:20][CH2:2]/[CH:3]=[CH:4]/[C:5]1[CH:6]=[C:7]([CH:14]=[C:15]([O:17][CH3:18])[CH:16]=1)[O:8][CH2:9][C:10]([O:12][CH3:13])=[O:11]. Procedure details: To a solution of the compound (150 mg, 0.594 mmol) of Example 16-4 in dicloromethane (2 ml) were added carbon tetrabromide (207 mg, 0.623 mmol) and triphenylphosphine (163 mg, 0.623 mmol), and the mixture was stirred for 30 minutes at room temperature. By adding ether to the reaction mixture, the resulting precipitate was filtered off. The filtrate was concentrated and the residue was purified with silica gel chromatography (hexane:ethyl acetate=2:1) to give the subject compound (141 mg, 75.3%).